Task: describe an organic reaction: reactants, conditions, products, and yield. Dataset: the Open Reaction Database (ORD), a public repository of structured organic reaction records Reactants: [Al+3], CCN(CC)CCCOc1ccc(-c2cc3ccccc3o2)cc1, Cc1cc(C)cc(C(=O)Cl)c1, [Cl-], [Cl-], [Cl-], Cl, O=[N+]([O-])c1ccccc1, O. Yields the product CCN(CC)CCCOc1ccc(-c2oc3ccccc3c2C(=O)c2cc(C)cc(C)c2)cc1. Reaction SMILES: [Al+3:36].[CH2:2]([CH3:3])[N:4]([CH2:5][CH2:6][CH2:7][O:8][c:9]1[cH:10][cH:11][c:12](-[c:15]2[o:16][c:17]3[c:18]([cH:19]2)[cH:20][cH:21][cH:22][cH:23]3)[cH:13][cH:14]1)[CH2:24][CH3:25].[CH3:39][c:40]1[cH:41][c:42]([C:43](=[O:44])[Cl:45])[cH:46][c:47]([CH3:49])[cH:48]1.[Cl-:35].[Cl-:37].[Cl-:38].[ClH:1].[O-:26][N+:27]([c:28]1[cH:29][cH:30][cH:31][cH:32][cH:33]1)=[O:34].[OH2:50]>>[CH2:2]([CH3:3])[N:4]([CH2:5][CH2:6][CH2:7][O:8][c:9]1[cH:10][cH:11][c:12](-[c:15]2[o:16][c:17]3[c:18]([c:19]2[C:43]([c:42]2[cH:41][c:40]([CH3:39])[cH:48][c:47]([CH3:49])[cH:46]2)=[O:44])[cH:20][cH:21][cH:22][cH:23]3)[cH:13][cH:14]1)[CH2:24][CH3:25]. Reactants: Cc1cc(O)cc(-c2ccccc2)c1, O=S(=O)(OS(=O)(=O)C(F)(F)F)C(F)(F)F, c1ccncc1. Product: Cc1cc(OS(=O)(=O)C(F)(F)F)cc(-c2ccccc2)c1. As a reaction SMILES: [CH3:16][c:17]1[cH:18][c:19]([OH:29])[cH:20][c:21](-[c:23]2[cH:24][cH:25][cH:26][cH:27][cH:28]2)[cH:22]1.[F:1][C:2]([F:3])([F:4])[S:5](=[O:6])(=[O:7])[O:8][S:9]([C:10]([F:11])([F:12])[F:13])(=[O:14])=[O:15].[cH:30]1[cH:31][cH:32][n:33][cH:34][cH:35]1>>[F:1][C:2]([F:3])([F:4])[S:5](=[O:6])(=[O:7])[O:8][c:19]1[cH:18][c:17]([CH3:16])[cH:22][c:21](-[c:23]2[cH:24][cH:25][cH:26][cH:27][cH:28]2)[cH:20]1. Reactants: S(=O)(=O)(O)O.NC(CC1=CC=C(C=C1)[N+](=O)[O-])(C)C (2-Amino-2-methyl-1-(4-nitrophenyl)propane sulfate), NN (hydrazine), C(C)O (ethanol), NN (Hydrazine). Reagents/catalysts: [Ni] (Raney nickel). Run at temperature 40 celsius, time 1 minute. Product: NC(CC1=CC=C(C=C1)N)(C)C (2-Amino-2-methyl-1-(4-aminopenyl) propane). Reaction SMILES: S(O)(O)(=O)=O.[NH2:6][C:7]([CH3:19])([CH3:18])[CH2:8][C:9]1[CH:14]=[CH:13][C:12]([N+:15]([O-])=O)=[CH:11][CH:10]=1.C(O)C.NN>[Ni]>[NH2:6][C:7]([CH3:19])([CH3:18])[CH2:8][C:9]1[CH:14]=[CH:13][C:12]([NH2:15])=[CH:11][CH:10]=1 |f:0.1|. Reported procedure: 2-Amino-2-methyl-1-(4-nitrophenyl)propane sulfate (6.07 g, 25 mmol) was suspended in ethanol (33 ml, 50 mmol) was added with stirring. Hydrazine (2.5 g, 78 mmol) was added, followed by Raney nickel (0.2 ml of 50% slurry). After 1 min gas evolution began, and the mixture turned yellow and was warmed to about 40° C. After 20 min gas evolution has almost ceased. Fresh catalyst was added and the mixture was boiled with stirring for 5 min to decompose excess hydrazine. After cooling, the suspension w... Starting materials: CC1=C(C=CC(=C1)C(=O)O)C1=C(C=CC=C1)C(F)(F)F (2-methyl-2′-(trifluoromethyl)biphenyl-4-carboxylic acid), BrC1=C(C=C(C=C1)C1=NC(=NO1)C1=CC(=C(C(=O)OC)C=C1)F)COC (methyl 4-{5-[4-bromo-3-(methoxymethyl)phenyl]-1,2,4-oxadiazol-3-yl}-2-fluorobenzoate), COC1=C(C=CC=C1)B1OC(C(O1)(C)C)(C)C (2-(2-methoxy-phenyl)-4,4,5,5-tetramethyl-1,3,2-dioxaborolane). Product: FC1=C(C(=O)OC)C=CC(=C1)C1=NOC(=N1)C1=CC(=C(C=C1)C1=C(C=CC=C1)OC)COC (methyl 2-fluoro-4-{5-[2′-methoxy-2-(methoxymethyl)biphenyl-4-yl]-1,2,4-oxadiazol-3-yl}benzoate). RXN SMILES: CC1C=C(C(O)=O)C=CC=1C1C=CC=CC=1C(F)(F)F.Br[C:22]1[CH:27]=[CH:26][C:25]([C:28]2[O:32][N:31]=[C:30]([C:33]3[CH:42]=[CH:41][C:36]([C:37]([O:39][CH3:40])=[O:38])=[C:35]([F:43])[CH:34]=3)[N:29]=2)=[CH:24][C:23]=1[CH2:44][O:45][CH3:46].[CH3:47][O:48][C:49]1[CH:54]=[CH:53][CH:52]=[CH:51][C:50]=1B1OC(C)(C)C(C)(C)O1>>[F:43][C:35]1[CH:34]=[C:33]([C:30]2[N:29]=[C:28]([C:25]3[CH:26]=[CH:27][C:22]([C:50]4[CH:51]=[CH:52][CH:53]=[CH:54][C:49]=4[O:48][CH3:47])=[C:23]([CH2:44][O:45][CH3:46])[CH:24]=3)[O:32][N:31]=2)[CH:42]=[CH:41][C:36]=1[C:37]([O:39][CH3:40])=[O:38]. Procedure: Title compound was prepared following procedure and work up described for Intermediate 5 step 2 but starting from methyl 4-{5-[4-bromo-3-(methoxymethyl)phenyl]-1,2,4-oxadiazol-3-yl}-2-fluorobenzoate obtained from step 1 (50 mg, 0.12 mmol) and 2-(2-methoxy-phenyl)-4,4,5,5-tetramethyl-1,3,2-dioxaborolane (30.5 mg, 0.13 mmol) (130° C. for 10 min under microwave irradiation). Purification by flash chromatography (cHex:EtOAc, from 100:0 to 20:80) gave the title compound as a yellow powder. LC/MS (Met... Reactants: FC1=NC(=CC=C1)F (2,6-difluoropyridine), C(C1=CC=CC=C1)O (benzyl alcohol), O (water), [H-].[Na+] (Sodium hydride). The solvent is O1CCCC1 (tetrahydrofuran), O1CCCC1 (tetrahydrofuran). Run at temperature 50 celsius. The product is C(C1=CC=CC=C1)OC1=NC(=CC=C1)F (2-(Benzyloxy)-6-fluoropyridine). The yield is 100.0%. Reaction SMILES: [CH2:1]([OH:8])[C:2]1[CH:7]=[CH:6][CH:5]=[CH:4][CH:3]=1.[F:9][C:10]1[CH:15]=[CH:14][CH:13]=[C:12](F)[N:11]=1.[H-].[Na+].O>O1CCCC1>[CH2:1]([O:8][C:12]1[CH:13]=[CH:14][CH:15]=[C:10]([F:9])[N:11]=1)[C:2]1[CH:7]=[CH:6][CH:5]=[CH:4][CH:3]=1 |f:2.3|. Procedure: An oven-dried 3-neck 2 L round bottom flask under nitrogen was charged with benzyl alcohol (9.04 ml, 87 mmol) and tetrahydrofuran (75 ml). Attached an addition funnel containing a solution of 2,6-difluoropyridine (10.00 g, 87 mmol) in tetrahydrofuran (30 ml). Sodium hydride (3.82 g, 96 mmol) was added in small portions with stirring. Heated in a 50° C. oil bath for 45 minutes; cooled to room temperature. Added contents of addition funnel dropwise. After 18 hours poured into water. Extracted thre... The reactants are CCN(CC)CCCCl, CC(C)COc1ccccc1O, CCO, [Na]. Product: CCN(CC)CCCOc1ccccc1OCC(C)C. As a reaction SMILES: [CH2:14]([CH3:15])[N:16]([CH2:17][CH2:18][CH2:19][Cl:20])[CH2:21][CH3:22].[CH2:2]([CH:3]([CH3:4])[CH3:5])[O:6][c:7]1[c:8]([OH:13])[cH:9][cH:10][cH:11][cH:12]1.[CH3:23][CH2:24][OH:25].[Na:1]>>[CH2:2]([CH:3]([CH3:4])[CH3:5])[O:6][c:7]1[c:8]([O:13][CH2:19][CH2:18][CH2:17][N:16]([CH2:14][CH3:15])[CH2:21][CH3:22])[cH:9][cH:10][cH:11][cH:12]1.